From a dataset of the Open Reaction Database (ORD), a public repository of structured organic reaction records. describe an organic reaction: reactants, conditions, products, and yield Starting materials: S1C(=NC2=C1C=CC=C2)SC([C@@H](NC([C@@H](NC(=O)OC(C)(C)C)CCC2=CC=CC=C2)=O)CCCNC(=O)OCC2=CC=CC=C2)=O (Boc-Homophenylalanyl-Nδ-Cbz-Ornithinyl 2-Benzothiazolyl Thioether), FC(C(=O)O)(F)F (trifluoroacetic acid). Yields the product FC(C(=O)O)(F)F.S1C(=NC2=C1C=CC=C2)SC([C@@H](NC([C@@H](N)CCC2=CC=CC=C2)=O)CCCN)=O (Homophenylalanyl-Ornithinyl 2-Benzothiazolyl Thioether Trifluoroacetate). Reaction SMILES: [S:1]1[C:5]2[CH:6]=[CH:7][CH:8]=[CH:9][C:4]=2[N:3]=[C:2]1[S:10][C:11](=[O:47])[C@H:12]([CH2:33][CH2:34][CH2:35][NH:36]C(OCC1C=CC=CC=1)=O)[NH:13][C:14](=[O:32])[C@H:15]([CH2:24][CH2:25][C:26]1[CH:31]=[CH:30][CH:29]=[CH:28][CH:27]=1)[NH:16]C(OC(C)(C)C)=O.[F:48][C:49]([F:54])([F:53])[C:50]([OH:52])=[O:51]>>[F:48][C:49]([F:54])([F:53])[C:50]([OH:52])=[O:51].[S:1]1[C:5]2[CH:6]=[CH:7][CH:8]=[CH:9][C:4]=2[N:3]=[C:2]1[S:10][C:11](=[O:47])[C@H:12]([CH2:33][CH2:34][CH2:35][NH2:36])[NH:13][C:14](=[O:32])[C@H:15]([CH2:24][CH2:25][C:26]1[CH:27]=[CH:28][CH:29]=[CH:30][CH:31]=1)[NH2:16] |f:2.3|. Procedure: A solution of Boc-homophenylalanyl-Nδ-Cbz-ornithinyl 2-benzothiazolyl thioether (B) (35 mg) and trifluoroacetic acid (10 ml) was kept at 25° C. for 2 hrs and concentrated in vacuo. After HPLC purification (method A, retention time=42.1 min), there was obtained a white solid (33 mg): 1H NMR (400 MHz, D2O) δ1.78-1.90 (m, 4H), 2.04 (m, 2H), 2.62 (m, 2H), 3.11 (m, 2H), 3.44 (dd, J=13.3; 9.6 Hz, 1H), 3.79 (dd, J=13.0; 2.7 Hz, 1H), 4.06 (t, J=5.9 Hz, 1H), 4.41 (m, 1H), 7.03 (m, 2H), 7.24 (m, 3H), 7.42... The reactants are COC1=CC=C(CN2C=C(C3=CC=C(C=C23)C(=O)Cl)C)C=C1 (1-(4-methoxybenzyl)-3-methyl-1H-indole-6-carbonyl chloride), Cl.CNOC (N,O-dimethylhydroxylamine hydrochloride), N1=CC=CC=C1 (pyridine). Solvent: C(Cl)(Cl)Cl (chloroform). Run at time 1 hour. Yields the product CON(C(=O)C1=CC=C2C(=CN(C2=C1)CC1=CC=C(C=C1)OC)C)C (N-methoxy-1-(4-methoxybenzyl)-3-methyl-N-methyl-1H-indole-6-carboxamide). Yield: 92.7%. RXN SMILES: [CH3:1][O:2][C:3]1[CH:22]=[CH:21][C:6]([CH2:7][N:8]2[C:16]3[C:11](=[CH:12][CH:13]=[C:14]([C:17](Cl)=[O:18])[CH:15]=3)[C:10]([CH3:20])=[CH:9]2)=[CH:5][CH:4]=1.Cl.[CH3:24][NH:25][O:26][CH3:27].N1C=CC=CC=1>C(Cl)(Cl)Cl>[CH3:27][O:26][N:25]([CH3:24])[C:17]([C:14]1[CH:15]=[C:16]2[C:11]([C:10]([CH3:20])=[CH:9][N:8]2[CH2:7][C:6]2[CH:21]=[CH:22][C:3]([O:2][CH3:1])=[CH:4][CH:5]=2)=[CH:12][CH:13]=1)=[O:18] |f:1.2|. Procedure: A stirred solution of 1-(4-methoxybenzyl)-3-methyl-1H-indole-6-carbonyl chloride [2.8 g, Reference Example 42(b)] in chloroform (90 ml) at 0° C. was treated with N,O-dimethylhydroxylamine hydrochloride (0.982 g) and pyridine (1.55 ml). The solution was stirred at room temperature for 1 hour then evaporated. The residue was partitioned between dichloromethane (100 ml) and brine (50 ml). The organic layer was dried over sodium sulphate then evaporated. The residue was subjected to flash chromatogr... Run at time 50 minute. Reactants: ClC1=NC=NC(=C1C#N)Cl (4,6-dichloropyrimidine-5-carbonitrile), N (ammonia). Solvent: C1CCOC1 (THF). The product is NC1=NC=NC(=C1C#N)Cl (4-amino-6-chloropyrimidine-5-carbonitrile). Reaction SMILES: [Cl:1][C:2]1[C:7]([C:8]#[N:9])=[C:6](Cl)[N:5]=[CH:4][N:3]=1.[NH3:11]>C1COCC1>[NH2:11][C:6]1[C:7]([C:8]#[N:9])=[C:2]([Cl:1])[N:3]=[CH:4][N:5]=1. Procedure: The white solid, 4,6-dichloropyrimidine-5-carbonitrile (5.82 g, 33.5 mmol) was dissolved in THF (66.9 mL) in a 500 mL round-bottom flask and to the mixture was bubbled through ammonia gas (0.570 g, 33.5 mmol) for 3 min in 10 min intervals with stirring. After 50 min, a white precipitate (ammmonium chloride) was filtered and the solid was washed with THF (100 mL). To the filtrate was added silica gel and concd under reduced pressure. The mixture was purified by silica gel column chromatography on... The reactants are I(=O)(=O)(=O)[O-].[Na+] (Sodium periodate), S(=O)([O-])[O-].[Na+].[Na+] (sodium sulfite), C([O-])(O)=O.[Na+] (sodium bicarbonate), COC(=O)C(CC(=C)C1=CC=CC=C1)C1CCN(CC1)C(=O)OCC1=CC=CC=C1 (benzyl 4-[1-(methoxycarbonyl)-3-phenylbut-3-en-1-yl]piperidine-1-carboxylate). The reagents and catalysts are [Os](=O)(=O)(=O)=O (Osmium tetroxide). Run in O (water), O1CCCC1 (tetrahydrofuran). Reaction conditions: time 18 hour. Product: COC(=O)C(CC(C1=CC=CC=C1)=O)C1CCN(CC1)C(=O)OCC1=CC=CC=C1 (Benzyl 4-[1-(methoxycarbonyl)-3-oxo-3-phenylpropyl]piperidine-1-carboxylate). RXN SMILES: [CH3:1][O:2][C:3]([CH:5]([CH:15]1[CH2:20][CH2:19][N:18]([C:21]([O:23][CH2:24][C:25]2[CH:30]=[CH:29][CH:28]=[CH:27][CH:26]=2)=[O:22])[CH2:17][CH2:16]1)[CH2:6][C:7]([C:9]1[CH:14]=[CH:13][CH:12]=[CH:11][CH:10]=1)=C)=[O:4].I([O-])(=O)(=O)=[O:32].[Na+].S([O-])([O-])=O.[Na+].[Na+].C(=O)(O)[O-].[Na+]>O1CCCC1.O.[Os](=O)(=O)(=O)=O>[CH3:1][O:2][C:3]([CH:5]([CH:15]1[CH2:16][CH2:17][N:18]([C:21]([O:23][CH2:24][C:25]2[CH:30]=[CH:29][CH:28]=[CH:27][CH:26]=2)=[O:22])[CH2:19][CH2:20]1)[CH2:6][C:7](=[O:32])[C:9]1[CH:10]=[CH:11][CH:12]=[CH:13][CH:14]=1)=[O:4] |f:1.2,3.4.5,6.7|. Procedure details: Osmium tetroxide (2.5 wt. % in t-BuOH; 0.2 mL, 0.001 mmol) was added to a solution of benzyl 4-[1-(methoxycarbonyl)-3-phenylbut-3-en-1-yl]piperidine-1-carboxylate (2.11 g, 5.19 mmol) in tetrahydrofuran (20 mL). Sodium periodate (3.33 g, 15.6 mmol) in water (17 mL) was added to the reaction mixture. After 18 h, saturated aqueous sodium sulfite and saturated aqueous sodium bicarbonate were added and the mixture was extracted with ethyl acetate (4×). The combined organic extracts were dried over ma...